Dataset: the Open Reaction Database (ORD), a public repository of structured organic reaction records. Task: describe an organic reaction: reactants, conditions, products, and yield Reactants: CC1(C)OC(c2ccc(S(C)(=O)=O)cc2)=C(Br)C1=O, Cc1ccc(B(O)O)cc1, [Na+], [Na+], O=C([O-])[O-], c1ccccc1. The product is Cc1ccc(C2=C(c3ccc(S(C)(=O)=O)cc3)OC(C)(C)C2=O)cc1. RXN SMILES: [Br:1][C:2]1=[C:6]([c:7]2[cH:8][cH:9][c:10]([S:13](=[O:14])(=[O:15])[CH3:16])[cH:11][cH:12]2)[O:5][C:4]([CH3:17])([CH3:18])[C:3]1=[O:19].[CH3:26][c:27]1[cH:28][cH:29][c:30]([B:33]([OH:34])[OH:35])[cH:31][cH:32]1.[Na+:20].[Na+:21].[O-:22][C:23](=[O:24])[O-:25].[cH:36]1[cH:37][cH:38][cH:39][cH:40][cH:41]1>>[C:2]1([c:30]2[cH:29][cH:28][c:27]([CH3:26])[cH:32][cH:31]2)=[C:6]([c:7]2[cH:8][cH:9][c:10]([S:13](=[O:14])(=[O:15])[CH3:16])[cH:11][cH:12]2)[O:5][C:4]([CH3:17])([CH3:18])[C:3]1=[O:19]. Reactants: OCc1cncc(Br)c1, O=S(=O)(Nc1ncc(Cl)nc1Cl)c1cccc(Cl)c1Cl. Product: O=S(=O)(Nc1ncc(Cl)nc1OCc1cncc(Br)c1)c1cccc(Cl)c1Cl. As a reaction SMILES: [Br:1][c:2]1[cH:3][c:4]([CH2:8][OH:9])[cH:5][n:6][cH:7]1.[Cl:10][c:11]1[c:12]([S:18](=[O:19])(=[O:20])[NH:21][c:22]2[n:23][cH:24][c:25]([Cl:29])[n:26][c:27]2[Cl:28])[cH:13][cH:14][cH:15][c:16]1[Cl:17]>>[Br:1][c:2]1[cH:3][c:4]([CH2:8][O:9][c:27]2[c:22]([NH:21][S:18]([c:12]3[c:11]([Cl:10])[c:16]([Cl:17])[cH:15][cH:14][cH:13]3)(=[O:19])=[O:20])[n:23][cH:24][c:25]([Cl:29])[n:26]2)[cH:5][n:6][cH:7]1. Yields the product C12N(CCC2CNC1)C(=O)OCC (Ethyl 2,7-diazabicyclo[3.3.0]octane-2-carboxylate). Solvent: C(Cl)(Cl)Cl (chloroform). Procedure: 15.2 g (53.5 mmol) of 2-ethyl 7-tert.-butyl 2,7-diazabicyclo[3.3.0]octane-2,7-dicarboxylate in 100 ml of chloroform are heated under reflux for five hours with 10.5 g (55.3 mol) of para-toluenesulphonic acid. The mixture is washed with 50 ml of 10% strength sodium hydroxide solution, the organic phase is dried over potassium carbonate and concentrated, and the residue is distilled. RXN SMILES: [CH:1]12[CH2:8][N:7](C(OC(C)(C)C)=O)[CH2:6][CH:5]1[CH2:4][CH2:3][N:2]2[C:16]([O:18][CH2:19][CH3:20])=[O:17].C1(C)C=CC(S(O)(=O)=O)=CC=1>C(Cl)(Cl)Cl>[CH:1]12[CH2:8][NH:7][CH2:6][CH:5]1[CH2:4][CH2:3][N:2]2[C:16]([O:18][CH2:19][CH3:20])=[O:17]. Reactants: C12N(CCC2CN(C1)C(=O)OC(C)(C)C)C(=O)OCC (2-ethyl 7-tert.-butyl 2,7-diazabicyclo[3.3.0]octane-2,7-dicarboxylate), C1(=CC=C(C=C1)S(=O)(=O)O)C (para-toluenesulphonic acid). Starting materials: ClC1=NC=C(C(=N1)N[C@H]1[C@H]([C@@H]2C=C[C@H]1C2)C(=O)N)Cl ((1S,2S,3R,4R)-3-(2,5-Dichloro-pyrimidin-4-ylamino)-bicyclo[2.2.1]hept-5-ene-2-carboxylic acid amide), NC1=CC2=C(CCN(CC2)CC(C)(O)C)C=C1OC (1-(7-Amino-8-methoxy-1,2,4,5-tetrahydro-3-benzazepin-3-yl)-2-methyl-propan-2-ol). Product: ClC=1C(=NC(=NC1)NC1=CC2=C(CCN(CC2)CC(C)(C)O)C=C1OC)N[C@H]1[C@H]([C@@H]2C=C[C@H]1C2)C(=O)N ((1S,2S,3R,4R)-3-{5-Chloro-2-[3-(2-hydroxy-2-methyl-propyl)-8-methoxy-2,3,4,5-tetrahydro-1H-3-benzazepin-7-ylamino]-pyrimidin-4-ylamino}-bicyclo[2.2.1]hept-5-ene-2-carboxylic acid amide). The yield is 64.0%. As a reaction SMILES: Cl[C:2]1[N:7]=[C:6]([NH:8][C@@H:9]2[C@@H:14]3[CH2:15][C@@H:11]([CH:12]=[CH:13]3)[C@@H:10]2[C:16]([NH2:18])=[O:17])[C:5]([Cl:19])=[CH:4][N:3]=1.[NH2:20][C:21]1[C:36]([O:37][CH3:38])=[CH:35][C:24]2[CH2:25][CH2:26][N:27]([CH2:30][C:31]([CH3:34])([OH:33])[CH3:32])[CH2:28][CH2:29][C:23]=2[CH:22]=1>>[Cl:19][C:5]1[C:6]([NH:8][C@@H:9]2[C@@H:14]3[CH2:15][C@@H:11]([CH:12]=[CH:13]3)[C@@H:10]2[C:16]([NH2:18])=[O:17])=[N:7][C:2]([NH:20][C:21]2[C:36]([O:37][CH3:38])=[CH:35][C:24]3[CH2:25][CH2:26][N:27]([CH2:30][C:31]([OH:33])([CH3:34])[CH3:32])[CH2:28][CH2:29][C:23]=3[CH:22]=2)=[N:3][CH:4]=1. Procedure details: In an analogous manner to Example 1534, the product was prepared from (1S,2S,3R,4R)-3-(2,5-Dichloro-pyrimidin-4-ylamino)-bicyclo[2.2.1]hept-5-ene-2-carboxylic acid amide and 1-(7-Amino-8-methoxy-1,2,4,5-tetrahydro-3-benzazepin-3-yl)-2-methyl-propan-2-ol. Product isolated as a white foam (68 mg, 64%). MS (ESI+): 527 (M+H), 1H-NMR (CDCl3, 400 MHz) δ 8.20 (s, 1H), 7.90 (s, 1H), 7.42 (s, 1H), 6.65 (s, 1H), 6.57 (d, J=9 Hz, 1H), 6.33 (s, 2H), 5.63 (br s, 1H), 5.32 (br s, 1H), 4.46 (t, 1H), 3.88 (s, 3... Reaction conditions: time 12 hour. Reaction SMILES: [Si]([O:18][CH2:19][C:20]1[C:21]([N:30]2[CH2:35][C@H:34]([CH3:36])[O:33][C@H:32]([CH3:37])[CH2:31]2)=[C:22]([F:29])[C:23](F)=C([CH:27]=1)C#N)(C(C)(C)C)(C1C=CC=CC=1)C1C=CC=CC=1.CC([O-])(C)C.[K+].[C:44]([NH:47][OH:48])(=O)[CH3:45].C[N:50](C=O)C>CCOC(C)=O>[NH2:50][C:44]1[C:45]2[CH:27]=[C:20]([CH2:19][OH:18])[C:21]([N:30]3[CH2:31][C@H:32]([CH3:37])[O:33][C@H:34]([CH3:36])[CH2:35]3)=[C:22]([F:29])[C:23]=2[O:48][N:47]=1 |f:1.2|. Solvent: CCOC(=O)C (EtOAc). The reactants are CC(C)(C)[O-].[K+] (t-BuOK), C(C)(=O)NO (acetohydroxamic acid), [Si](C1=CC=CC=C1)(C1=CC=CC=C1)(C(C)(C)C)OCC=1C(=C(C(=C(C#N)C1)F)F)N1C[C@H](O[C@H](C1)C)C (5-({[tert-butyl(diphenyl)silyl]oxy}methyl)-4-[(2R,6S)-2,6-dimethylmorpholin-4-yl]-2,3-difluorobenzonitrile), [Si](C1=CC=CC=C1)(C1=CC=CC=C1)(C(C)(C)C)OCC=1C(=C(C(=C(C#N)C1)F)F)N1C[C@H](O[C@H](C1)C)C (5-({[tert-butyl(diphenyl)silyl]oxy}methyl)-4-[(2R,6S)-2,6-dimethylmorpholin-4-yl]-2,3-difluorobenzonitrile), CN(C)C=O (DMF). Reported procedure: To an ice-bath cooled and stirred solution of 5-({[tert-butyl(diphenyl)silyl]oxy}methyl)-4-[(2R,6S)-2,6-dimethylmorpholin-4-yl]-2,3-difluorobenzonitrile (Intermediate 6, 500 mg, 0.96 mmol) in DMF was added t-BuOK (161 mg, 1.4 mmol) followed by acetohydroxamic acid (108 mg, 1.4 mmol). The mixture was brought to room temperature and stirred for 12 hours. The reaction mixture was diluted with EtOAc and washed successively with 1 N HCl (1×250 mL), water and brine. The organic layer was dried (Na2SO4... The product is NC1=NOC2=C1C=C(C(=C2F)N2C[C@H](O[C@H](C2)C)C)CO ({3-amino-6-[(2R,6S)-2,6-dimethylmorpholin-4-yl]-7-fluoro-1,2-benzisoxazol-5-yl}methanol). The reactants are FC1=C(CN=[N+]=[N-])C(=CC=C1)F (2,6-difluorobenzyl azide), C(CC(=O)C)(=O)OCC (ethyl acetoacetat), [OH-].[Na+] (sodium hydroxide), [Na] (sodium), Cl (hydrochloric acid). The solvent is alcohol, O (water), alcohol. Yields the product FC1=C(CN2N=NC(=C2C)C(=O)O)C(=CC=C1)F (1-(2,6-difluorobenzyl)-5-methyl-1H-1,2,3-triazole-4-carboxylic acid). As a reaction SMILES: [Na].[F:2][C:3]1[CH:12]=[CH:11][CH:10]=[C:9]([F:13])[C:4]=1[CH2:5][N:6]=[N+:7]=[N-:8].[C:14]([O:20]CC)(=[O:19])[CH2:15][C:16]([CH3:18])=O.[OH-].[Na+].Cl>O>[F:2][C:3]1[CH:12]=[CH:11][CH:10]=[C:9]([F:13])[C:4]=1[CH2:5][N:6]1[C:16]([CH3:18])=[C:15]([C:14]([OH:20])=[O:19])[N:8]=[N:7]1 |f:3.4,^1:0|. Procedure details: The starting material is prepared as follows: 2.53 g (0.11 mole) of sodium are dissolved in 60 ml of alcohol, then a mixture of 16.9 g (0.1 mole) of 2,6-difluorobenzyl azide and 14,3 g (0.11 mole) of ethyl acetoacetat in 60 ml of alcohol is added and the batch is heated for 16 hours to reflux. After addition of 120 ml of normal sodium hydroxide solution, the reaction mixture is refluxed for another 2 hours, then diluted with 200 ml of water and acidified to pH 1 with hydrochloric acid while cool... Reactants: O (water), [H-].[Na+] (Sodium hydride), C(CCCCC)O (1-hexanol), ClC1=NSN=C1C=1C=NC(=CC1)C (3-(3-chloro-1,2,5-thiadiazol-4-yl)-6-methylpyridine). Run in C1CCOC1 (THF), C1CCOC1 (THF). Reaction conditions: time 2 hour. Product: C(CCCCC)OC1=NSN=C1C=1C=NC(=CC1)C (3-(3-Hexyloxy-1,2,5-thiadiazol-4-yl)-6-methylpyridine). As a reaction SMILES: [H-].[Na+].[CH2:3]([OH:9])[CH2:4][CH2:5][CH2:6][CH2:7][CH3:8].Cl[C:11]1[C:15]([C:16]2[CH:17]=[N:18][C:19]([CH3:22])=[CH:20][CH:21]=2)=[N:14][S:13][N:12]=1.O>C1COCC1>[CH2:3]([O:9][C:11]1[C:15]([C:16]2[CH:17]=[N:18][C:19]([CH3:22])=[CH:20][CH:21]=2)=[N:14][S:13][N:12]=1)[CH2:4][CH2:5][CH2:6][CH2:7][CH3:8] |f:0.1|. Procedure details: Sodium hydride (0.72 g, 15 mmol) was dissolved in dry THF (20 ml) and 1-hexanol (1.53 g, 15 mmol) and a solution of 3-(3-chloro-1,2,5-thiadiazol-4-yl)-6-methylpyridine (1.06 g, 5 mmol) in dry THF (15 ml) was added. The reaction mixture was stirred for 2 h. After addition of water the mixture was extracted with ether, and the ether phase was dried and evaporated. The residue consisted of the crude title compound, which was used without further purification.